From a dataset of the Open Reaction Database (ORD), a public repository of structured organic reaction records. describe an organic reaction: reactants, conditions, products, and yield The reactants are C1CCOC1, CN(C)C1CCNC1, O=[N+]([O-])c1cc(C(F)(F)F)ccc1F, [Na+], O=C([O-])O. Yields the product CN(C)C1CCN(c2ccc(C(F)(F)F)cc2[N+](=O)[O-])C1. Reaction SMILES: [CH2:28]1[O:29][CH2:30][CH2:31][CH2:32]1.[CH3:15][N:16]([CH:17]1[CH2:18][NH:19][CH2:20][CH2:21]1)[CH3:22].[F:1][c:2]1[c:3]([N+:12](=[O:13])[O-:14])[cH:4][c:5]([C:8]([F:9])([F:10])[F:11])[cH:6][cH:7]1.[Na+:27].[O-:23][C:24]([OH:25])=[O:26]>>[c:2]1([N:19]2[CH2:18][CH:17]([N:16]([CH3:15])[CH3:22])[CH2:21][CH2:20]2)[c:3]([N+:12](=[O:13])[O-:14])[cH:4][c:5]([C:8]([F:9])([F:10])[F:11])[cH:6][cH:7]1. Starting materials: [Al+3], C1CCOC1, CC(C)(CC(O)(C(=O)O)C(F)(F)F)c1cc(F)cc2c1OCC2, [H-], [H-], [H-], [H-], [Li+], [Na+], O=C([O-])O. Yields the product CC(C)(CC(O)(CO)C(F)(F)F)c1cc(F)cc2c1OCC2. As a reaction SMILES: [Al+3:25].[CH2:35]1[O:36][CH2:37][CH2:38][CH2:39]1.[F:1][c:2]1[cH:3][c:4]([C:11]([CH2:12][C:13]([C:14](=[O:15])[OH:16])([C:17]([F:18])([F:19])[F:20])[OH:21])([CH3:22])[CH3:23])[c:5]2[c:6]([cH:10]1)[CH2:7][CH2:8][O:9]2.[H-:24].[H-:27].[H-:28].[H-:29].[Li+:26].[Na+:34].[O-:30][C:31]([OH:32])=[O:33]>>[F:1][c:2]1[cH:3][c:4]([C:11]([CH2:12][C:13]([CH2:14][OH:15])([C:17]([F:18])([F:19])[F:20])[OH:21])([CH3:22])[CH3:23])[c:5]2[c:6]([cH:10]1)[CH2:7][CH2:8][O:9]2.